From a dataset of the Open Reaction Database (ORD), a public repository of structured organic reaction records. describe an organic reaction: reactants, conditions, products, and yield Starting materials: C1(CC1)C1=NN2C(N=C(C(=C2)C2=CC=CC=C2)C2=CC=C(C=C2)CN2CCC(CC2)C2=NNC(=N2)C2=NC=CC=C2)=N1 (2-cyclopropyl-6-phenyl-5-(4-{[4-(5-pyridin-2-yl-1,2,4-triazol-3-yl)piperidin-1-yl]methyl}phenyl)[1,2,4]triazolo[1,5-a]pyrimidine), Cl (hydrochloride). The solvent is CO (methanol). Conditions: time 1 hour. The product is Cl.C1(CC1)C1=NN2C(N=C(C(=C2)C2=CC=CC=C2)C2=CC=C(C=C2)CN2CCC(CC2)C2=NNC(=N2)C2=NC=CC=C2)=N1 (2-Cyclopropyl-6-phenyl-5-(4-{[4-(5-pyridin-2-yl-1H-1,2,4-triazol-3-yl)piperidin-1-yl]methyl}phenyl)[1,2,4]triazolo[1,5-a]pyrimidine hydrochloride). RXN SMILES: [CH:1]1([C:4]2[N:42]=[C:7]3[N:8]=[C:9]([C:18]4[CH:23]=[CH:22][C:21]([CH2:24][N:25]5[CH2:30][CH2:29][CH:28]([C:31]6[N:35]=[C:34]([C:36]7[CH:41]=[CH:40][CH:39]=[CH:38][N:37]=7)[NH:33][N:32]=6)[CH2:27][CH2:26]5)=[CH:20][CH:19]=4)[C:10]([C:12]4[CH:17]=[CH:16][CH:15]=[CH:14][CH:13]=4)=[CH:11][N:6]3[N:5]=2)[CH2:3][CH2:2]1.[ClH:43]>CO>[ClH:43].[CH:1]1([C:4]2[N:42]=[C:7]3[N:8]=[C:9]([C:18]4[CH:19]=[CH:20][C:21]([CH2:24][N:25]5[CH2:26][CH2:27][CH:28]([C:31]6[N:35]=[C:34]([C:36]7[CH:41]=[CH:40][CH:39]=[CH:38][N:37]=7)[NH:33][N:32]=6)[CH2:29][CH2:30]5)=[CH:22][CH:23]=4)[C:10]([C:12]4[CH:13]=[CH:14][CH:15]=[CH:16][CH:17]=4)=[CH:11][N:6]3[N:5]=2)[CH2:2][CH2:3]1 |f:3.4|. Procedure: To 8.08 g 2-Cyclopropyl-6-phenyl-5-(4-{[4-(5-pyridin-2-yl-1H-1,2,4-triazol-3-yl)piperidin-1-yl]methyl}phenyl)[1,2,4]triazolo[1,5-a]pyrimidine (prepared as described under example 4) in 77 ml methanol are added 2.50 ml hydrochloride solution (5.84N in methanol). The mixture is stirred at room temperature for 1 h. The solvent is removed to yield the desired product. Reactants: [BH-](OC(=O)C)(OC(=O)C)OC(=O)C.[Na+] (Na(OAc)3BH), ClC(C(=O)OC(C(Cl)(Cl)Cl)=O)(Cl)Cl (trichloroacetic acid anhydride), C1(=CC=CC=C1)C[C@@H]1CNC2=C(CN1S(=O)(=O)C=1SC=CC1)C=C(C=C2)C#N ((R)-2,3,4,5-tetrahydro-3-(phenylmethyl)-4-(2-thienylsulfonyl)-1H-1,4-benzodiazepine-7-carbonitrile), N1C=NC(=C1)C=O (imidazole-4-carboxaldehyde), FC(C(=O)O)(F)F (trifluoroacetic acid), [OH-].[Na+] (NaOH). Run in C(Cl)Cl (CH2Cl2), C(Cl)Cl (CH2Cl2). Conditions: temperature 2.5 celsius, time 10 minute. The product is N1C=NC(=C1)CN1C[C@H](N(CC2=C1C=CC(=C2)C#N)S(=O)(=O)C=2SC=CC2)CC2=CC=CC=C2 ((R)-2,3,4,5-tetrahydro-1-(1H-imidazol-4-ylmethyl)-3-(phenylmethyl)-4-(2-thienylsulfonyl)-1H-1,4-benzodiazepine-7-carbonitrile). The yield is 45.3%. As a reaction SMILES: [C:1]1([CH2:7][C@H:8]2[N:14]([S:15]([C:18]3[S:19][CH:20]=[CH:21][CH:22]=3)(=[O:17])=[O:16])[CH2:13][C:12]3[CH:23]=[C:24]([C:27]#[N:28])[CH:25]=[CH:26][C:11]=3[NH:10][CH2:9]2)[CH:6]=[CH:5][CH:4]=[CH:3][CH:2]=1.[NH:29]1[CH:33]=[C:32]([CH:34]=O)[N:31]=[CH:30]1.FC(F)(F)C(O)=O.ClC(Cl)(Cl)C(OC(=O)C(Cl)(Cl)Cl)=O.[BH-](OC(C)=O)(OC(C)=O)OC(C)=O.[Na+].[OH-].[Na+]>C(Cl)Cl>[NH:29]1[CH:33]=[C:32]([CH2:34][N:10]2[C:11]3[CH:26]=[CH:25][C:24]([C:27]#[N:28])=[CH:23][C:12]=3[CH2:13][N:14]([S:15]([C:18]3[S:19][CH:20]=[CH:21][CH:22]=3)(=[O:17])=[O:16])[C@H:8]([CH2:7][C:1]3[CH:6]=[CH:5][CH:4]=[CH:3][CH:2]=3)[CH2:9]2)[N:31]=[CH:30]1 |f:4.5,6.7|. Procedure: In a 500 mL flask was charged (R)-2,3,4,5-tetrahydro-3-(phenylmethyl)-4-(2-thienylsulfonyl)-1H-1,4-benzodiazepine-7-carbonitrile (25.0 g, 1 eq.), imidazole-4-carboxaldehyde (6.45 g, 1.1 eq.), and CH2Cl2 (150 mL) at room temperature. Cool to 0-5° C. Add trifluoroacetic acid (18.8 mL, 4 eq.) in a period of 10 min. A solution was obtained after addition. Stir the mixture for 10 min at 2° C. Add trichloroacetic acid anhydride (11.7 mL, 1.05 eq.) in a period of 20 min at 2° C. Stir the mixture for 30... Starting materials: ClC1=C(CC2=CC=CC(=N2)C(OC)=N)C=CC=C1 (methyl 6-(o-chlorobenzyl)-2-picoline imidate), [Cl-].[NH4+] (ammonium chloride). Solvent: C(C)O (ethanol). Yields the product Cl.ClC1=C(CC2=CC=CC(=N2)C(=N)N)C=CC=C1 (6-(o-chlorobenzyl)-2-picoline amidine hydrochloride). RXN SMILES: [Cl:1][C:2]1[CH:18]=[CH:17][CH:16]=[CH:15][C:3]=1[CH2:4][C:5]1[N:10]=[C:9]([C:11](=[NH:14])OC)[CH:8]=[CH:7][CH:6]=1.[Cl-].[NH4+:20]>C(O)C>[ClH:1].[Cl:1][C:2]1[CH:18]=[CH:17][CH:16]=[CH:15][C:3]=1[CH2:4][C:5]1[N:10]=[C:9]([C:11]([NH2:20])=[NH:14])[CH:8]=[CH:7][CH:6]=1 |f:1.2,4.5|. Reported procedure: A mixture of methyl 6-(o-chlorobenzyl)-2-picoline imidate 5.5 g, 0.021 moles) and ammonium chloride (1.28 g, 0.024 moles) in ethanol (40 ml) was refluxed for 4 hours. The ethanol was removed in vacuo to give 6-(o-chlorobenzyl)-2-picoline amidine hydrochloride which was used in the final stage without further purification. The reactants are CS(=O)(=O)Cc1nccn1CCCCc1ccc(O)cc1, ClCc1coc(C=Cc2ccc(Cl)cc2)n1, [H-], [Na+]. The product is CS(=O)(=O)Cc1nccn1CCCCc1ccc(OCc2coc(C=Cc3ccc(Cl)cc3)n2)cc1. Reaction SMILES: [CH3:17][S:18](=[O:19])(=[O:20])[CH2:21][c:22]1[n:23]([CH2:27][CH2:28][CH2:29][CH2:30][c:31]2[cH:32][cH:33][c:34]([OH:37])[cH:35][cH:36]2)[cH:24][cH:25][n:26]1.[Cl:1][CH2:2][c:3]1[n:4][c:5]([CH:8]=[CH:9][c:10]2[cH:11][cH:12][c:13]([Cl:16])[cH:14][cH:15]2)[o:6][cH:7]1.[H-:38].[Na+:39]>>[CH2:2]([c:3]1[n:4][c:5]([CH:8]=[CH:9][c:10]2[cH:11][cH:12][c:13]([Cl:16])[cH:14][cH:15]2)[o:6][cH:7]1)[O:37][c:34]1[cH:33][cH:32][c:31]([CH2:30][CH2:29][CH2:28][CH2:27][n:23]2[c:22]([CH2:21][S:18]([CH3:17])(=[O:19])=[O:20])[n:26][cH:25][cH:24]2)[cH:36][cH:35]1. The reactants are CCOP(=O)(OCC)C(C)C#N, NCC1CN(c2ccc(N3CCC(=O)CC3)c(F)c2)C(=O)O1. Yields the product CC(C#N)=C1CCN(c2ccc(N3CC(CN)OC3=O)cc2F)CC1. As a reaction SMILES: [CH2:23]([O:24][P:25](=[O:26])([O:27][CH2:28][CH3:29])[CH:31]([CH3:32])[C:33]#[N:34])[CH3:30].[O:1]=[C:2]1[CH2:3][CH2:4][N:5]([c:8]2[c:9]([F:22])[cH:10][c:11]([N:14]3[C:15](=[O:21])[O:16][CH:17]([CH2:19][NH2:20])[CH2:18]3)[cH:12][cH:13]2)[CH2:6][CH2:7]1>>[C:2]1(=[C:31]([CH3:32])[C:33]#[N:34])[CH2:3][CH2:4][N:5]([c:8]2[c:9]([F:22])[cH:10][c:11]([N:14]3[C:15](=[O:21])[O:16][CH:17]([CH2:19][NH2:20])[CH2:18]3)[cH:12][cH:13]2)[CH2:6][CH2:7]1. Reactants: NC=1SC(=C(N1)C1=CC=CC=C1)C#N (2-Amino-4-phenyl-thiazole-5-carbonitrile), Cl.NO (hydroxylamine hydrochloride), C([O-])([O-])=O.[K+].[K+] (potassium carbonate). Solvent: O.C(C)O (water ethanol). Yields the product NC=1SC(=C(N1)C1=CC=CC=C1)C(=N)NO (2-Amino-N-hydroxy-4-phenyl-thiazole-5-carboxamidine). As a reaction SMILES: [NH2:1][C:2]1[S:3][C:4]([C:13]#[N:14])=[C:5]([C:7]2[CH:12]=[CH:11][CH:10]=[CH:9][CH:8]=2)[N:6]=1.Cl.[NH2:16][OH:17].C(=O)([O-])[O-].[K+].[K+]>O.C(O)C>[NH2:1][C:2]1[S:3][C:4]([C:13]([NH:16][OH:17])=[NH:14])=[C:5]([C:7]2[CH:12]=[CH:11][CH:10]=[CH:9][CH:8]=2)[N:6]=1 |f:1.2,3.4.5,6.7|. Reported procedure: 2-Amino-4-phenyl-thiazole-5-carbonitrile (0.13 g, 0.6 mmol) was suspended in 1:1 water/ethanol (v/v) (24 mL) and added hydroxylamine hydrochloride (1.47 g, 21 mmol) and potassium carbonate (1.86 g, 13 mmol). The reaction mixture was heated at reflux for 3 days, then the solvent was reduced and the aqueous phase was extracted with dichloromethane. The organic layer was washed with water and brine, and was dried over sodium sulfate. The solvent was evaporated to yield a yellow solid. Yield: 0.1 g,...